describe an organic reaction: reactants, conditions, products, and yield From a dataset of the Open Reaction Database (ORD), a public repository of structured organic reaction records. The reactants are COCCC(C)(O)C1=C(C=CC=C1)C1=CC=CC=C1 (1-methoxy-3-p-biphenylyl-3-butanol), [OH-].[K+] (KOH), Br (HBr), C(C)(=O)O (acetic acid). Solvent: C(Cl)(Cl)Cl (chloroform), O (water). Reaction conditions: time 2 hour. Product: C1(=C(C=CC=C1)C(CCO)(C)O)C1=CC=CC=C1 (3-p-biphenylyl-1,3-butanediol). Reaction SMILES: C[O:2][CH2:3][CH2:4][C:5]([C:8]1[CH:13]=[CH:12][CH:11]=[CH:10][C:9]=1[C:14]1[CH:19]=[CH:18][CH:17]=[CH:16][CH:15]=1)([OH:7])[CH3:6].Br.C(O)(=O)C.[OH-].[K+]>C(Cl)(Cl)Cl.O>[C:9]1([C:14]2[CH:15]=[CH:16][CH:17]=[CH:18][CH:19]=2)[CH:10]=[CH:11][CH:12]=[CH:13][C:8]=1[C:5]([OH:7])([CH3:6])[CH2:4][CH2:3][OH:2] |f:3.4|. Procedure: 2.56 g. of 1-methoxy-3-p-biphenylyl-3-butanol (obtainable from 3-methoxy-1-p-biphenylyl-1-propanone and CH3MgI) is boiled for 2 hours with a mixture of 5 ml. of 48% aqueous HBr and 5 ml. of acetic acid, 10 ml. of 10% methanolic KOH are added and boiling is continued for a further 2 hours and the mixture is worked up using water and chloroform to give 3-p-biphenylyl-1,3-butanediol, m.p. 115°-117°.